describe an organic reaction: reactants, conditions, products, and yield From a dataset of the Open Reaction Database (ORD), a public repository of structured organic reaction records. Starting materials: O=C1CN(C(=O)OCc2ccccc2)CCN1Cc1cc2c(Cl)nccc2n1S(=O)(=O)c1ccccc1, CC#N. The product is O=C1CNCCN1Cc1cc2c(Cl)nccc2n1S(=O)(=O)c1ccccc1. Reaction SMILES: [CH2:1]([O:2][C:3](=[O:4])[N:11]1[CH2:12][C:13](=[O:37])[N:14]([CH2:17][c:18]2[cH:19][c:20]3[c:21]([Cl:36])[n:22][cH:23][cH:24][c:25]3[n:26]2[S:27](=[O:28])(=[O:29])[c:30]2[cH:31][cH:32][cH:33][cH:34][cH:35]2)[CH2:15][CH2:16]1)[c:5]1[cH:6][cH:7][cH:8][cH:9][cH:10]1.[CH3:38][C:39]#[N:40]>>[NH:11]1[CH2:12][C:13](=[O:37])[N:14]([CH2:17][c:18]2[cH:19][c:20]3[c:21]([Cl:36])[n:22][cH:23][cH:24][c:25]3[n:26]2[S:27](=[O:28])(=[O:29])[c:30]2[cH:31][cH:32][cH:33][cH:34][cH:35]2)[CH2:15][CH2:16]1. Starting materials: BrC1=CC=CC2=C1SC(=C2)C2=NC(=NC=C2Cl)NCCN2C(NCC2)=O (1-{2-[4-(7-bromo-benzo[b]thiophen-2-yl)-5-chloro-pyrimidin-2-ylamino]-ethyl}-imidazolidin-2-one), N1=CC=C(C=C1)B(O)O (pyridine-4-boronic acid), C([O-])(O)=O.[Na+] (sodium bicarbonate). Reagents/catalysts: C=1C=CC(=CC1)[P](C=2C=CC=CC2)(C=3C=CC=CC3)[Pd]([P](C=4C=CC=CC4)(C=5C=CC=CC5)C=6C=CC=CC6)([P](C=7C=CC=CC7)(C=8C=CC=CC8)C=9C=CC=CC9)[P](C=1C=CC=CC1)(C=1C=CC=CC1)C=1C=CC=CC1 (tetrakis(triphenylphosphine)palladium(0)). The solvent is O (water), CS(=O)C (DMSO). Product: C([O-])(O)=O.[NH4+] (ammonium bicarbonate), Solvent B, ClC=1C(=NC(=NC1)NCCN1C(NCC1)=O)C1=CC2=C(S1)C(=CC=C2)C2=CC=NC=C2 (1-(2-(5-Chloro-4-(7-(pyridin-4-yl)benzo[b]thiophen-2-yl)pyrimidin-2-ylamino)ethyl)imidazolidin-2-one). Isolated yield 50.3%. Reaction SMILES: Br[C:2]1[C:7]2[S:8][C:9]([C:11]3[C:16]([Cl:17])=[CH:15][N:14]=[C:13]([NH:18][CH2:19][CH2:20][N:21]4[CH2:25][CH2:24][NH:23][C:22]4=[O:26])[N:12]=3)=[CH:10][C:6]=2[CH:5]=[CH:4][CH:3]=1.[N:27]1[CH:32]=[CH:31][C:30](B(O)O)=[CH:29][CH:28]=1.[C:36](=[O:39])([OH:38])[O-:37].[Na+]>O.CS(C)=O.C1C=CC([P]([Pd]([P](C2C=CC=CC=2)(C2C=CC=CC=2)C2C=CC=CC=2)([P](C2C=CC=CC=2)(C2C=CC=CC=2)C2C=CC=CC=2)[P](C2C=CC=CC=2)(C2C=CC=CC=2)C2C=CC=CC=2)(C2C=CC=CC=2)C2C=CC=CC=2)=CC=1>[C:36](=[O:37])([OH:39])[O-:38].[NH4+:12].[Cl:17][C:16]1[C:11]([C:9]2[S:8][C:7]3[C:2]([C:30]4[CH:31]=[CH:32][N:27]=[CH:28][CH:29]=4)=[CH:3][CH:4]=[CH:5][C:6]=3[CH:10]=2)=[N:12][C:13]([NH:18][CH2:19][CH2:20][N:21]2[CH2:25][CH2:24][NH:23][C:22]2=[O:26])=[N:14][CH:15]=1 |f:2.3,7.8,^1:49,51,70,89|. Procedure details: Combine 1-{2-[4-(7-bromo-benzo[b]thiophen-2-yl)-5-chloro-pyrimidin-2-ylamino]-ethyl}-imidazolidin-2-one (81.6 mg, 0.18 mmol), pyridine-4-boronic acid (36.8 mg, 0.3 mmol), and sodium bicarbonate (18.1 mg, 0.2 mmol) in a mixture of water (1 mL) and DMSO (1 mL). Add tetrakis(triphenylphosphine)palladium(0) (10.4 mg, 0.009 mmol). Irradiate the mixture at 150° C. for 15 min with magnetic stirring. Pour the crude reaction mixture onto a strong cation exchange (SCX) (10 g) column. Elute the desired pro...